Dataset: the Open Reaction Database (ORD), a public repository of structured organic reaction records. Task: describe an organic reaction: reactants, conditions, products, and yield The reactants are [Cl-].[Na+] (sodium chloride), S(=O)(=O)([O-])OOS(=O)(=O)[O-].[K+].[K+] (Potassium persulfate), CSC1=CNC2=CC=CC=C12 (3-methylthioindole). The solvent is O (water), O (water), CO (methanol). The product is CS(=O)C1=CNC2=CC=CC=C12 (3-Methylsulfinylindole). RXN SMILES: S(OOS([O-])(=O)=O)([O-])(=O)=[O:2].[K+].[K+].[CH3:13][S:14][C:15]1[C:23]2[C:18](=[CH:19][CH:20]=[CH:21][CH:22]=2)[NH:17][CH:16]=1.[Cl-].[Na+]>O.CO>[CH3:13][S:14]([C:15]1[C:23]2[C:18](=[CH:19][CH:20]=[CH:21][CH:22]=2)[NH:17][CH:16]=1)=[O:2] |f:0.1.2,4.5|. Procedure details: Potassium persulfate (KHSO5, 55 g, 179 mmol) in water (300 ml) was slowly added to a solution of 3-methylthioindole (29.3 g, 179 mmol) in methanol (300 ml) cooled in a ice bath. One half hour after the addition was completed, water was added, the solution was saturated with sodium chloride and the product was extracted into chloroform. The extract was dried, evaporated in vacuo and the residue was crystallized from chloroform-ethyl acetate to give the title product. As a reaction SMILES: [CH2:31]1[O:32][CH2:33][CH2:34][CH2:35]1.[CH:12]([N:13]([CH2:14][CH3:15])[CH:16]([CH3:17])[CH3:18])([CH3:19])[CH3:20].[CH:21]([CH3:22])([CH3:23])[O:24][c:25]1[cH:26][c:27]([NH2:30])[n:28][nH:29]1.[Cl:1][c:2]1[n:3][cH:4][c:5]([N+:9](=[O:10])[O-:11])[c:6]([Cl:8])[n:7]1>>[Cl:1][c:2]1[n:3][cH:4][c:5]([N+:9](=[O:10])[O-:11])[c:6]([NH:30][c:27]2[cH:26][c:25]([O:24][CH:21]([CH3:22])[CH3:23])[nH:29][n:28]2)[n:7]1. The product is CC(C)Oc1cc(Nc2nc(Cl)ncc2[N+](=O)[O-])n[nH]1. Starting materials: C1CCOC1, CCN(C(C)C)C(C)C, CC(C)Oc1cc(N)n[nH]1, O=[N+]([O-])c1cnc(Cl)nc1Cl.